From a dataset of the Open Reaction Database (ORD), a public repository of structured organic reaction records. describe an organic reaction: reactants, conditions, products, and yield Starting materials: CCO, [K+], CCOP(=O)(CC(C)=O)OCC, O=C1CCOCC1, [OH-], O. Yields the product CC(=O)C=C1CCOCC1. Reaction SMILES: [CH3:22][CH2:23][OH:24].[K+:2].[O:10]=[C:11]([CH2:12][P:13](=[O:14])([O:15][CH2:16][CH3:17])[O:18][CH2:19][CH3:20])[CH3:21].[O:3]1[CH2:4][CH2:5][C:6](=[O:9])[CH2:7][CH2:8]1.[OH-:1].[OH2:25]>>[O:3]1[CH2:4][CH2:5][C:6](=[CH:12][C:11](=[O:10])[CH3:21])[CH2:7][CH2:8]1.